Dataset: the Open Reaction Database (ORD), a public repository of structured organic reaction records. Task: describe an organic reaction: reactants, conditions, products, and yield The reactants are O (water), [Br-].C(C1=CC=CC=C1)[P+](C1=CC=CC=C1)(C1=CC=CC=C1)C1=CC=CC=C1 (Benzyltriphenylphosphonium bromide), CC(C)([O-])C.[K+] (potassium tert-butoxide), C(=O)[C@H]1CC[C@H](CC1)C(=O)OC (methyl cis-4-formylcyclohexane carboxylate). Run in C1CCOC1 (THF), C1CCOC1 (THF). Conditions: time 1 hour. Yields the product C1(=CC=CC=C1)/C=C/[C@H]1CC[C@H](CC1)C(=O)OC (Methyl cis-4-((E)-2-phenylvinyl)cyclohexane carboxylate). Yield: 18.7%. Reaction SMILES: [Br-].[CH2:2]([P+](C1C=CC=CC=1)(C1C=CC=CC=1)C1C=CC=CC=1)[C:3]1[CH:8]=[CH:7][CH:6]=[CH:5][CH:4]=1.CC(C)([O-])C.[K+].[CH:34]([C@@H:36]1[CH2:41][CH2:40][C@H:39]([C:42]([O:44][CH3:45])=[O:43])[CH2:38][CH2:37]1)=O.O>C1COCC1>[C:3]1(/[CH:2]=[CH:34]/[C@@H:36]2[CH2:41][CH2:40][C@H:39]([C:42]([O:44][CH3:45])=[O:43])[CH2:38][CH2:37]2)[CH:8]=[CH:7][CH:6]=[CH:5][CH:4]=1 |f:0.1,2.3|. Procedure: Benzyltriphenylphosphonium bromide (2.94 g) was dissolved in THF (23.0 mL), added at −20° C. with potassium tert-butoxide (1.07 g) in small portions, and stirred for 1 hour at the same temperature. Subsequently, a THF (6.0 mL) solution of methyl cis-4-formylcyclohexane carboxylate (1.00 g) was added dropwise over 35 minutes, and stirred for 1.6 hours at the same temperature. After raising the temperature to room temperature, it was stirred after adding water and extracted with toluene. The organ... The reactants are COC(=O)c1ccc(NC(=O)C(CC2CCCCO2)c2ccc(S(C)(=O)=O)c(C(F)(F)F)c2)nc1, CO, [Na+], [OH-], O. Product: CS(=O)(=O)c1ccc(C(CC2CCCCO2)C(=O)Nc2ccc(C(=O)O)cn2)cc1C(F)(F)F. RXN SMILES: [CH3:1][O:2][C:3]([c:4]1[cH:5][n:6][c:7]([NH:10][C:11]([CH:12]([CH2:13][CH:14]2[O:15][CH2:16][CH2:17][CH2:18][CH2:19]2)[c:20]2[cH:21][c:22]([C:30]([F:31])([F:32])[F:33])[c:23]([S:26](=[O:27])(=[O:28])[CH3:29])[cH:24][cH:25]2)=[O:34])[cH:8][cH:9]1)=[O:35].[CH3:38][OH:39].[Na+:37].[OH-:36].[OH2:40]>>[O:2]=[C:3]([c:4]1[cH:5][n:6][c:7]([NH:10][C:11]([CH:12]([CH2:13][CH:14]2[O:15][CH2:16][CH2:17][CH2:18][CH2:19]2)[c:20]2[cH:21][c:22]([C:30]([F:31])([F:32])[F:33])[c:23]([S:26](=[O:27])(=[O:28])[CH3:29])[cH:24][cH:25]2)=[O:34])[cH:8][cH:9]1)[OH:35].